This data is from the Open Reaction Database (ORD), a public repository of structured organic reaction records. The task is: describe an organic reaction: reactants, conditions, products, and yield The reactants are C(C)(C)(C)OC(C(CC1(CCCC1)C(N[C@@H]1CC[C@@H](CC1)C(=O)O)=O)CCCCNC(C)=O)=O (2-(4-Acetamidobutyl)-3-{1-[(cis-4-carboxy-cyclohexyl)carbamoyl]cyclopentyl}propanoic acid t-butyl ester). Solvent: FC(C(=O)O)(F)F (trifluoroacetic acid). The product is C(C)(=O)NCCCCC(C(=O)O)CC1(CCCC1)C(N[C@@H]1CC[C@@H](CC1)C(=O)O)=O (2-(4-Acetamidobutyl)-3-{1-[(cis-4-carboxy-cyclohexyl)carbamoyl]cyclopentyl}propanoic acid). Yield: 44.7%. Reaction SMILES: C([O:5][C:6](=[O:34])[CH:7]([CH2:26][CH2:27][CH2:28][CH2:29][NH:30][C:31](=[O:33])[CH3:32])[CH2:8][C:9]1([C:14](=[O:25])[NH:15][C@H:16]2[CH2:21][CH2:20][C@@H:19]([C:22]([OH:24])=[O:23])[CH2:18][CH2:17]2)[CH2:13][CH2:12][CH2:11][CH2:10]1)(C)(C)C>FC(F)(F)C(O)=O>[C:31]([NH:30][CH2:29][CH2:28][CH2:27][CH2:26][CH:7]([CH2:8][C:9]1([C:14](=[O:25])[NH:15][C@H:16]2[CH2:21][CH2:20][C@@H:19]([C:22]([OH:24])=[O:23])[CH2:18][CH2:17]2)[CH2:10][CH2:11][CH2:12][CH2:13]1)[C:6]([OH:34])=[O:5])(=[O:33])[CH3:32]. Procedure details: 2-(4-Acetamidobutyl)-3-{1-[(cis-4-carboxy-cyclohexyl)carbamoyl]cyclopentyl}propanoic acid t-butyl ester (270 mg, 0.58 mmole) was dissolved in trifluoroacetic acid (4 ml) at 0° C. After 20 hours the solvent was evaporated and the resulting oil azeotroped with dichloromethane (3×20 ml). The oil was taken up in ethyl acetate (20 ml) and washed with water (7×20 ml) until the washings were neutral. The organic layer was separated, dried over magnesium sulphate, and evaporated. The residue was dissolv...